From a dataset of the Open Reaction Database (ORD), a public repository of structured organic reaction records. describe an organic reaction: reactants, conditions, products, and yield Starting materials: CCCCCCCC(=O)Cl, COc1ccc2c(c1)C(N1CCN(CCCO)CC1)=Cc1ccccc1S2, [NH4+], [OH-], O, c1ccccc1. Reaction SMILES: [C:28]([CH2:29][CH2:30][CH2:31][CH2:32][CH2:33][CH2:34][CH3:35])(=[O:36])[Cl:37].[CH3:1][O:2][c:3]1[cH:4][cH:5][c:6]2[c:7]([cH:27]1)[C:8]([N:17]1[CH2:18][CH2:19][N:20]([CH2:23][CH2:24][CH2:25][OH:26])[CH2:21][CH2:22]1)=[CH:9][c:10]1[c:11]([cH:13][cH:14][cH:15][cH:16]1)[S:12]2.[NH4+:39].[OH-:40].[OH2:38].[cH:41]1[cH:42][cH:43][cH:44][cH:45][cH:46]1>>[CH3:1][O:2][c:3]1[cH:4][cH:5][c:6]2[c:7]([cH:27]1)[C:8]([N:17]1[CH2:18][CH2:19][N:20]([CH2:23][CH2:24][CH2:25][O:26][C:28]([CH2:29][CH2:30][CH2:31][CH2:32][CH2:33][CH2:34][CH3:35])=[O:36])[CH2:21][CH2:22]1)=[CH:9][c:10]1[c:11]([cH:13][cH:14][cH:15][cH:16]1)[S:12]2. The product is CCCCCCCC(=O)OCCCN1CCN(C2=Cc3ccccc3Sc3ccc(OC)cc32)CC1. Reactants: CCOC(=O)CCNC(=O)Nc1nc(C)c(-c2ccc(S(=O)(=O)N(C)C)cc2)s1, CO, Cl, [Na+], [OH-]. Yields the product Cc1nc(NC(=O)NCCC(=O)O)sc1-c1ccc(S(=O)(=O)N(C)C)cc1. As a reaction SMILES: [CH2:1]([CH3:2])[O:3][C:4]([CH2:5][CH2:6][NH:7][C:8](=[O:9])[NH:10][c:11]1[s:12][c:13](-[c:17]2[cH:18][cH:19][c:20]([S:23]([N:24]([CH3:25])[CH3:26])(=[O:27])=[O:28])[cH:21][cH:22]2)[c:14]([CH3:16])[n:15]1)=[O:29].[CH3:33][OH:34].[ClH:32].[Na+:31].[OH-:30]>>[O:3]=[C:4]([CH2:5][CH2:6][NH:7][C:8](=[O:9])[NH:10][c:11]1[s:12][c:13](-[c:17]2[cH:18][cH:19][c:20]([S:23]([N:24]([CH3:25])[CH3:26])(=[O:27])=[O:28])[cH:21][cH:22]2)[c:14]([CH3:16])[n:15]1)[OH:29].